This data is from the Open Reaction Database (ORD), a public repository of structured organic reaction records. The task is: describe an organic reaction: reactants, conditions, products, and yield Reactants: COC(=O)Cc1cccc2ccc(OCCCCOc3ccc4cccc(CCNC(C)=O)c4c3)cc12, C1CCOC1, CO, [Na+], [OH-], O. Product: CC(=O)NCCc1cccc2ccc(OCCCCOc3ccc4cccc(CC(=O)O)c4c3)cc12. Reaction SMILES: [C:6]([CH3:7])(=[O:8])[NH:9][CH2:10][CH2:11][c:12]1[cH:13][cH:14][cH:15][c:16]2[cH:17][cH:18][c:19]([O:22][CH2:23][CH2:24][CH2:25][CH2:26][O:27][c:28]3[cH:29][cH:30][c:31]4[cH:32][cH:33][cH:34][c:35]([CH2:38][C:39](=[O:40])[O:41][CH3:42])[c:36]4[cH:37]3)[cH:20][c:21]12.[CH2:43]1[O:44][CH2:45][CH2:46][CH2:47]1.[CH3:1][OH:2].[Na+:5].[OH-:4].[OH2:3]>>[C:6]([CH3:7])(=[O:8])[NH:9][CH2:10][CH2:11][c:12]1[cH:13][cH:14][cH:15][c:16]2[cH:17][cH:18][c:19]([O:22][CH2:23][CH2:24][CH2:25][CH2:26][O:27][c:28]3[cH:29][cH:30][c:31]4[cH:32][cH:33][cH:34][c:35]([CH2:38][C:39](=[O:40])[OH:41])[c:36]4[cH:37]3)[cH:20][c:21]12. The reactants are C(C)(=O)SCC(C(=O)N1[C@H](C(=O)O)CCC1)C (1-(3-Acetylthio-2-methylpropanoyl)-L-proline), [N+](=[N-])=C (diazomethane). Yields the product COC([C@H]1N(CCC1)C(C(CSC(C)=O)C)=O)=O (1-(3-acetylthio-2-methylpropanoyl)-L-proline methyl ester). Reaction SMILES: [C:1]([S:4][CH2:5][CH:6]([CH3:17])[C:7]([N:9]1[CH2:16][CH2:15][CH2:14][C@H:10]1[C:11]([OH:13])=[O:12])=[O:8])(=[O:3])[CH3:2].[N+](=[CH2:20])=[N-]>>[CH3:20][O:12][C:11](=[O:13])[C@@H:10]1[CH2:14][CH2:15][CH2:16][N:9]1[C:7](=[O:8])[CH:6]([CH3:17])[CH2:5][S:4][C:1](=[O:3])[CH3:2]. Reported procedure: 1-(3-Acetylthio-2-methylpropanoyl)-L-proline is reacted with an ethereal solution of diazomethane according to the procedure described in Example 3 to obtain 1-(3-acetylthio-2-methylpropanoyl)-L-proline methyl ester. Reactants: Brc1cccc(Br)n1, COC(=S)c1cc([Sn](C)(C)C)c(C)s1, CN(C)C=O. Yields the product COC(=S)c1cc(-c2cccc(Br)n2)c(C)s1. Reaction SMILES: [Br:15][c:16]1[n:17][c:18]([Br:22])[cH:19][cH:20][cH:21]1.[CH3:1][Sn:2]([CH3:3])([CH3:4])[c:5]1[cH:6][c:7]([C:11](=[S:12])[O:13][CH3:14])[s:8][c:9]1[CH3:10].[O:23]=[CH:24][N:25]([CH3:26])[CH3:27]>>[c:5]1(-[c:18]2[n:17][c:16]([Br:15])[cH:21][cH:20][cH:19]2)[cH:6][c:7]([C:11](=[S:12])[O:13][CH3:14])[s:8][c:9]1[CH3:10]. Reactants: C(C)(C)(C)OC(CN(C1=NC(=CC=C1)C(NCC1=CC=C(C=C1)N1N=CC=C1)S(=O)(=O)C1=CC=C(C=C1)F)C(=O)OC(C)(C)C)=O (tert-butyl[tert-butoxycarbonyl(6-{(4-fluorobenzenesulfonyl)[4-(pyrazol-1-yl)benzyl]aminomethyl}pyridin-2-yl)amino]acetate), C(C)(C)(C)OC(CN(C1=NC(=CC=C1)C(NS(=O)(=O)C1=NC=CC=C1)CC1=CC=C(C=C1)N1N=CC=C1)C(=O)OC(C)(C)C)=O (tert-butyl[tert-butoxycarbonyl(6-{[4-(pyrazol-1-yl)benzyl](pyridin-2-ylsulfonyl)aminomethyl}pyridin-2-yl)amino]-acetate). Yields the product FC1=CC=C(C=C1)S(=O)(=O)C(C1=CC=CC(=N1)NCC(=O)O)NCC1=CC=C(C=C1)N1N=CC=C1 ((6-{(4-Fluorobenzenesulfonyl)[4-(pyrazol-1-yl)benzyl]aminomethyl}pyridin-2-ylamino)acetic acid). Isolated yield 85.5%. Reaction SMILES: C([O:5][C:6](=[O:46])[CH2:7][N:8](C(OC(C)(C)C)=O)[C:9]1[CH:14]=[CH:13][CH:12]=[C:11]([CH:15]([S:29]([C:32]2[CH:37]=[CH:36][C:35]([F:38])=[CH:34][CH:33]=2)(=[O:31])=[O:30])[NH:16][CH2:17][C:18]2[CH:23]=[CH:22][C:21]([N:24]3[CH:28]=[CH:27][CH:26]=[N:25]3)=[CH:20][CH:19]=2)[N:10]=1)(C)(C)C.C(OC(=O)CN(C(OC(C)(C)C)=O)C1C=CC=C(C(CC2C=CC(N3C=CC=N3)=CC=2)NS(C2C=CC=CN=2)(=O)=O)N=1)(C)(C)C>>[F:38][C:35]1[CH:36]=[CH:37][C:32]([S:29]([CH:15]([NH:16][CH2:17][C:18]2[CH:23]=[CH:22][C:21]([N:24]3[CH:28]=[CH:27][CH:26]=[N:25]3)=[CH:20][CH:19]=2)[C:11]2[N:10]=[C:9]([NH:8][CH2:7][C:6]([OH:46])=[O:5])[CH:14]=[CH:13][CH:12]=2)(=[O:30])=[O:31])=[CH:33][CH:34]=1. Reported procedure: Reaction and post-treatment were carried out in the same manner as in Example 21-(b) except for using tert-butyl[tert-butoxycarbonyl(6-{(4-fluorobenzenesulfonyl)[4-(pyrazol-1-yl)benzyl]aminomethyl}pyridin-2-yl)amino]acetate (794 mg, 1.22 mmol) obtained in Example 26-(a) in place of tert-butyl[tert-butoxycarbonyl(6-{[4-(pyrazol-1-yl)benzyl](pyridin-2-ylsulfonyl)aminomethyl}pyridin-2-yl)amino]-acetate to afford the title compound (517 mg) as a white solid. (Yield: 86%) The reactants are FC1=C(C=CC(=C1)F)C1=NC(=NC=N1)NC1=CC(=CC=C1)CS(=O)(=O)C (4-(2,4-difluorophenyl)-N-{3-[(methylsulfonyl)methyl]phenyl}-1,3,5-triazin-2-amine), intermediate 42.1, OCC=1C=NC=CC1 (3-(hydroxymethyl)-pyridine). Yields the product FC1=CC(=C(C=C1)C1=NC(=NC=N1)NC1=CC(=CC=C1)CS(=O)(=O)C)OCC=1C=NC=CC1 (4-[4-Fluoro-2-(pyridin-3-ylmethoxy)phenyl]-N-{3-[(methylsulfonyl)methyl]phenyl}-1,3,5-triazin-2-amine). As a reaction SMILES: F[C:2]1[CH:7]=[C:6]([F:8])[CH:5]=[CH:4][C:3]=1[C:9]1[N:14]=[CH:13][N:12]=[C:11]([NH:15][C:16]2[CH:21]=[CH:20][CH:19]=[C:18]([CH2:22][S:23]([CH3:26])(=[O:25])=[O:24])[CH:17]=2)[N:10]=1.[OH:27][CH2:28][C:29]1[CH:30]=[N:31][CH:32]=[CH:33][CH:34]=1>>[F:8][C:6]1[CH:5]=[CH:4][C:3]([C:9]2[N:14]=[CH:13][N:12]=[C:11]([NH:15][C:16]3[CH:21]=[CH:20][CH:19]=[C:18]([CH2:22][S:23]([CH3:26])(=[O:25])=[O:24])[CH:17]=3)[N:10]=2)=[C:2]([O:27][CH2:28][C:29]2[CH:30]=[N:31][CH:32]=[CH:33][CH:34]=2)[CH:7]=1. Reported procedure: Starting with 4-(2,4-difluorophenyl)-N-{3-[(methylsulfonyl)methyl]phenyl}-1,3,5-triazin-2-amine (50 mg; 0.129 mmol), intermediate 42.1, and 3-(hydroxymethyl)-pyridine (57 mg; 0.515 mmol), example 74 was prepared analogously to the procedure for the preparation of example 42. The reactants are C1(=CC=CC=C1)C1CC(C2=CC=CC=C12)=NO (3-phenyl-1-indanone oxime), Br.C(C)OC(=O)[C@H]1CN(CCC1)CCBr ((R)-1-(2-bromoethyl)-3-piperidinecarboxylic acid ethyl ester hydrobromide), C([O-])([O-])=O.[K+].[K+] (potassium carbonate). Run in CC(=O)C (acetone). Reaction conditions: time 11 day. Yields the product C(C)OC(=O)[C@H]1CN(CCC1)CCON=C1CC(C2=CC=CC=C12)C1=CC=CC=C1 ((R)-1-(2-(((3-phenyl-1-indanylidene)amino)oxy)ethyl)-3-piperidinecarboxylic acid ethyl ester). The yield is 54.1%. Reaction SMILES: [C:1]1([CH:7]2[C:15]3[C:10](=[CH:11][CH:12]=[CH:13][CH:14]=3)[C:9](=[N:16][OH:17])[CH2:8]2)[CH:6]=[CH:5][CH:4]=[CH:3][CH:2]=1.Br.[CH2:19]([O:21][C:22]([C@@H:24]1[CH2:29][CH2:28][CH2:27][N:26]([CH2:30][CH2:31]Br)[CH2:25]1)=[O:23])[CH3:20].C(=O)([O-])[O-].[K+].[K+]>CC(C)=O>[CH2:19]([O:21][C:22]([C@@H:24]1[CH2:29][CH2:28][CH2:27][N:26]([CH2:30][CH2:31][O:17][N:16]=[C:9]2[C:10]3[C:15](=[CH:14][CH:13]=[CH:12][CH:11]=3)[CH:7]([C:1]3[CH:2]=[CH:3][CH:4]=[CH:5][CH:6]=3)[CH2:8]2)[CH2:25]1)=[O:23])[CH3:20] |f:1.2,3.4.5|. Procedure details: A mixture of the above oxime (1.1 g, 5 mmol), (R)-1-(2-bromoethyl)-3-piperidinecarboxylic acid ethyl ester hydrobromide (1.7 g, 5 mmol, EP 374801), potassium carbonate (1.7 g, 13 mmol) and acetone (25 ml) was stirred at ambient temperature for 11 days. The mixture was filtered and the solvent evaporated in vacuo. The residue was purified by column chromatography on silica gel (100 g, heptane/ethyl acetate=1/1) to give 1.1 g of (R)-1-(2-(((3-phenyl-1-indanylidene)amino)oxy)ethyl)-3-piperidinecarb... Reactants: C(C)OC(=C)C=1C=CC=2N(N1)C(=CN2)C(C)C=2C=C1C=NN(C1=CC2F)C (6-(1-ethoxyvinyl)-3-(1-(6-fluoro-1-methyl-1H-indazol-5-yl)ethyl)-imidazo[1,2-b]pyridazine), Cl (HCl). Solvent: C(C)(=O)O (acetic acid). Conditions: time 2 hour. Yields the product FC1=C(C=C2C=NN(C2=C1)C)C(C)C1=CN=C2N1N=C(C=C2)C(C)=O (1-(3-(1-(6-fluoro-1-methyl-1H-indazol-5-yl)ethyl)imidazo[1,2-b]pyridazin-6-yl)ethanone). Isolated yield 90.3%. RXN SMILES: C([O:3][C:4]([C:6]1[CH:7]=[CH:8][C:9]2[N:10]([C:12]([CH:15]([C:17]3[CH:18]=[C:19]4[C:23](=[CH:24][C:25]=3[F:26])[N:22]([CH3:27])[N:21]=[CH:20]4)[CH3:16])=[CH:13][N:14]=2)[N:11]=1)=[CH2:5])C.Cl>C(O)(=O)C>[F:26][C:25]1[CH:24]=[C:23]2[C:19]([CH:20]=[N:21][N:22]2[CH3:27])=[CH:18][C:17]=1[CH:15]([C:12]1[N:10]2[N:11]=[C:6]([C:4](=[O:3])[CH3:5])[CH:7]=[CH:8][C:9]2=[N:14][CH:13]=1)[CH3:16]. Procedure details: To a solution of the 6-(1-ethoxyvinyl)-3-(1-(6-fluoro-1-methyl-1H-indazol-5-yl)ethyl)-imidazo[1,2-b]pyridazine (450 mg, 0.985 mmol) in acetic acid (8 mL), was added 3N HCl (0.5 mL). The solution was stirred at rt for 2 h and the solvents were removed under reduced pressure. The residue was diluted with water and its pH was adjusted to basic with aqueous NaHCO3, extracted with DCM. The organic layer was washed with NaHCO3(aq) and brine, dried over Na2SO4, and concentrated in vacuo. The residue wa...